From a dataset of the Open Reaction Database (ORD), a public repository of structured organic reaction records. describe an organic reaction: reactants, conditions, products, and yield Reactants: BrC=1C(=NOC1N)C (4-bromo-3-methylisoxazol-5-amine), C(C)(C)(C)OC(=O)N1CCN(CC1)C1=CC=C(C=C1)B(O)O (4-[4-(tert-butoxycarbonyl)-1-piperazinyl]phenylboronic acid), C([O-])([O-])=O.[Na+].[Na+] (sodium carbonate), O (Water). The reagents and catalysts are C1=CC=C(C=C1)P([C-]2C=CC=C2)C3=CC=CC=C3.C1=CC=C(C=C1)P([C-]2C=CC=C2)C3=CC=CC=C3.Cl[Pd]Cl.[Fe+2] (PdCl2(dppf)), C1=CC=C(C=C1)P([C-]2C=CC=C2)C3=CC=CC=C3.C1=CC=C(C=C1)P([C-]2C=CC=C2)C3=CC=CC=C3.Cl[Pd]Cl.[Fe+2] (PdCl2(dppf)). Solvent: CN(C)C=O (DMF). Reaction conditions: temperature 95 celsius. Product: NC1=C(C(=NO1)C)C1=CC=C(C=C1)N1CCN(CC1)C(=O)OC(C)(C)C (tert-butyl 4-[4-(5-amino-3-methylisoxazol-4-yl)phenyl]piperazine-1-carboxylate). Reaction SMILES: Br[C:2]1[C:3]([CH3:8])=[N:4][O:5][C:6]=1[NH2:7].[C:9]([O:13][C:14]([N:16]1[CH2:21][CH2:20][N:19]([C:22]2[CH:27]=[CH:26][C:25](B(O)O)=[CH:24][CH:23]=2)[CH2:18][CH2:17]1)=[O:15])([CH3:12])([CH3:11])[CH3:10].C(=O)([O-])[O-].[Na+].[Na+].O>CN(C=O)C.C1C=CC(P(C2C=CC=CC=2)[C-]2C=CC=C2)=CC=1.C1C=CC(P(C2C=CC=CC=2)[C-]2C=CC=C2)=CC=1.Cl[Pd]Cl.[Fe+2]>[NH2:7][C:6]1[O:5][N:4]=[C:3]([CH3:8])[C:2]=1[C:25]1[CH:24]=[CH:23][C:22]([N:19]2[CH2:18][CH2:17][N:16]([C:14]([O:13][C:9]([CH3:12])([CH3:11])[CH3:10])=[O:15])[CH2:21][CH2:20]2)=[CH:27][CH:26]=1 |f:2.3.4,7.8.9.10|. Reported procedure: To 4-bromo-3-methylisoxazol-5-amine (2.63 g, 14.85 mmol), 4-[4-(tert-butoxycarbonyl)-1-piperazinyl]phenylboronic acid (5.7 g, 18.57 mmol, prepared as described in Example 1) and catalyst PdCl2(dppf) (365 mg, 0.45 mmol) in DMF (100 mL) under dry nitrogen was added aqueous sodium carbonate (2.0 M, 18.6 mL, 37 mmol). The reaction was heated to 95° C. for 1 hour and an additional aliquot of PdCl2(dppf) (365 mg, 0.45 mmol) was added and the reaction mixture was heated overnight. Water was added and t... The product is Cc1onc2c1c(=O)n(C1CCCC(NC(=O)C(N)CO)C1)c1cccc(Cl)c21. The reactants are Cc1onc2c1c(=O)n(C1CCCC(NC(=O)C(CO)NC(=O)OC(C)(C)C)C1)c1cccc(Cl)c21, ClCCl, O=C(O)C(F)(F)F. Reaction SMILES: [C:1]([O:2][C:3](=[O:4])[NH:7][CH:8]([CH2:9][OH:10])[C:11]([NH:12][CH:13]1[CH2:14][CH:15]([n:19]2[c:20](=[O:34])[c:21]3[c:22]([c:23]4[c:24]([Cl:29])[cH:25][cH:26][cH:27][c:28]24)[n:30][o:31][c:32]3[CH3:33])[CH2:16][CH2:17][CH2:18]1)=[O:35])([CH3:5])([CH3:6])[CH3:36].[Cl:44][CH2:45][Cl:46].[F:37][C:38]([F:39])([F:40])[C:41]([OH:42])=[O:43]>>[NH2:7][CH:8]([CH2:9][OH:10])[C:11]([NH:12][CH:13]1[CH2:14][CH:15]([n:19]2[c:20](=[O:34])[c:21]3[c:22]([c:23]4[c:24]([Cl:29])[cH:25][cH:26][cH:27][c:28]24)[n:30][o:31][c:32]3[CH3:33])[CH2:16][CH2:17][CH2:18]1)=[O:35]. The reactants are [Li]CCCC, CCOC(=O)Cc1ccc2c(c1)N(C(=O)OC(C)(C)C)c1ccccc1S2(=O)=O, C[Si](C)(C)N[Si](C)(C)C, ICC1CCOCC1, C1CCOC1. Yields the product CCOC(=O)C(CC1CCOCC1)c1ccc2c(c1)N(C(=O)OC(C)(C)C)c1ccccc1S2(=O)=O. RXN SMILES: [CH2:10]([Li:11])[CH2:12][CH2:13][CH3:14].[CH2:15]([CH3:16])[O:17][C:18](=[O:19])[CH2:20][c:21]1[cH:22][c:23]2[c:32]([cH:33][cH:34]1)[S:31](=[O:35])(=[O:36])[c:30]1[c:25]([cH:26][cH:27][cH:28][cH:29]1)[N:24]2[C:37](=[O:38])[O:39][C:40]([CH3:41])([CH3:42])[CH3:43].[CH3:1][Si:2]([CH3:3])([CH3:4])[NH:5][Si:6]([CH3:7])([CH3:8])[CH3:9].[I:44][CH2:45][CH:46]1[CH2:47][CH2:48][O:49][CH2:50][CH2:51]1.[O:52]1[CH2:53][CH2:54][CH2:55][CH2:56]1>>[CH2:15]([CH3:16])[O:17][C:18](=[O:19])[CH:20]([c:21]1[cH:22][c:23]2[c:32]([cH:33][cH:34]1)[S:31](=[O:35])(=[O:36])[c:30]1[c:25]([cH:26][cH:27][cH:28][cH:29]1)[N:24]2[C:37](=[O:38])[O:39][C:40]([CH3:41])([CH3:42])[CH3:43])[CH2:45][CH:46]1[CH2:47][CH2:48][O:49][CH2:50][CH2:51]1. The yield is 33.3%. Yields the product C(C1=CC=CC=C1)N1CCC(CC1)N1C(NC2=CC(=CC=C2C1)F)=O (3-(1-Benzylpiperidin-4-yl)-7-fluoro-3,4-dihydroquinazolin-2(1H)-one). Conditions: time 5 minute. As a reaction SMILES: [C:1](N1C=CN=C1)(N1C=CN=C1)=[O:2].[NH2:13][C:14]1[CH:34]=[C:33]([F:35])[CH:32]=[CH:31][C:15]=1[CH2:16][NH:17][CH:18]1[CH2:23][CH2:22][N:21]([CH2:24][C:25]2[CH:30]=[CH:29][CH:28]=[CH:27][CH:26]=2)[CH2:20][CH2:19]1>O1CCCC1>[CH2:24]([N:21]1[CH2:22][CH2:23][CH:18]([N:17]2[CH2:16][C:15]3[C:14](=[CH:34][C:33]([F:35])=[CH:32][CH:31]=3)[NH:13][C:1]2=[O:2])[CH2:19][CH2:20]1)[C:25]1[CH:30]=[CH:29][CH:28]=[CH:27][CH:26]=1. Procedure details: 1,1′-Carbonyldiimidazole (6.92 g, 42.7 mmol) was added to a solution of N-(2-amino-4-fluorobenzyl)-1-benzylpiperidin-4-amine (8.64 g, 30.2 mmol) in dry tetrahydrofuran (150 mL) at 0° C. in one portion. After 5 min, the mixture was allowed to warm to room temperature and stirred for 3 h. The reaction was partitioned between water/diethyl ether (200 mL/200 mL). After separation, the aqueous solution was extracted with diethyl ether (200 mL). The combined organic solution was washed with brine (100... Solvent: O1CCCC1 (tetrahydrofuran). Starting materials: C(=O)(N1C=NC=C1)N1C=NC=C1 (1,1′-Carbonyldiimidazole), NC1=C(CNC2CCN(CC2)CC2=CC=CC=C2)C=CC(=C1)F (N-(2-amino-4-fluorobenzyl)-1-benzylpiperidin-4-amine). The reactants are BrC=1C=CC(=C(C1)N1C(CCCC1)C(=O)NCC#N)Cl (1-(5-bromo-2-chlorophenyl)-N-(cyanomethyl)piperidine-2-carboxamide), C1(=CC=CC=C1)B(O)O (phenylboronic acid), C(=O)([O-])[O-].[Na+].[Na+] (Na2CO3). The reagents and catalysts are C1=CC=C(C=C1)P([C-]2C=CC=C2)C3=CC=CC=C3.C1=CC=C(C=C1)P([C-]2C=CC=C2)C3=CC=CC=C3.Cl[Pd]Cl.[Fe+2] (PdCl2(dppf)). The solvent is CN(C)C=O (DMF). Conditions: temperature 110 celsius. The product is ClC1=C(C=C(C=C1)C1=CC=CC=C1)N1C(CCCC1)C(=O)NCC#N (1-(4-chloro-1,1′-biphenyl-3-yl)-N-(cyanomethyl)piperidine-2-carboxamide). Reaction SMILES: Br[C:2]1[CH:3]=[CH:4][C:5]([Cl:20])=[C:6]([N:8]2[CH2:13][CH2:12][CH2:11][CH2:10][CH:9]2[C:14]([NH:16][CH2:17][C:18]#[N:19])=[O:15])[CH:7]=1.[C:21]1(B(O)O)[CH:26]=[CH:25][CH:24]=[CH:23][CH:22]=1.C([O-])([O-])=O.[Na+].[Na+]>CN(C=O)C.C1C=CC(P(C2C=CC=CC=2)[C-]2C=CC=C2)=CC=1.C1C=CC(P(C2C=CC=CC=2)[C-]2C=CC=C2)=CC=1.Cl[Pd]Cl.[Fe+2]>[Cl:20][C:5]1[CH:4]=[CH:3][C:2]([C:21]2[CH:26]=[CH:25][CH:24]=[CH:23][CH:22]=2)=[CH:7][C:6]=1[N:8]1[CH2:13][CH2:12][CH2:11][CH2:10][CH:9]1[C:14]([NH:16][CH2:17][C:18]#[N:19])=[O:15] |f:2.3.4,6.7.8.9|. Reported procedure: A mixture of 1-(5-bromo-2-chlorophenyl)-N-(cyanomethyl)piperidine-2-carboxamide (125 mg, 0.35 mmol), phenylboronic acid (64 mg, 0.53 mmol), PdCl2(dppf) (29 mg, 0.035 mmol) and 2 N Na2CO3 (0.5 mL, 1.1 mmol) in DMF (3.5 mL) was degassed and then heated to 110° C. for 4 h. The mixture was cooled and partitioned between water and ethyl acetate. The aqueous layer was extracted with ethyl acetate (3×) and the combined organic layers were dried over Na2SO4 and concentrated. Purification by flash chroma... Reactants: C(C)(C)(C)OC(=O)N1C=C(C2=CC=CN=C12)CO (1-(tert-butyloxycarbonyl)-3-(hydroxymethyl)-7-azaindole), C1(=CC=CC=C1)P(C1=CC=CC=C1)C1=CC=CC=C1 (triphenylphosphine), C(Cl)(Cl)(Cl)Cl (CCl4). Run in CN(C)C=O (DMF). Conditions: time 48 hour. Yields the product C(C)(C)(C)OC(=O)N1C=C(C2=CC=CN=C12)CCl (1-(t-Butyloxycarbonyl)-3-chloromethyl-7-azaindole). Reaction SMILES: [C:1]([O:5][C:6]([N:8]1[C:16]2[C:11](=[CH:12][CH:13]=[CH:14][N:15]=2)[C:10]([CH2:17]O)=[CH:9]1)=[O:7])([CH3:4])([CH3:3])[CH3:2].C1(P(C2C=CC=CC=2)C2C=CC=CC=2)C=CC=CC=1.C(Cl)(Cl)(Cl)[Cl:39]>CN(C=O)C>[C:1]([O:5][C:6]([N:8]1[C:16]2[C:11](=[CH:12][CH:13]=[CH:14][N:15]=2)[C:10]([CH2:17][Cl:39])=[CH:9]1)=[O:7])([CH3:4])([CH3:3])[CH3:2]. Procedure details: A mixture of 1-(tert-butyloxycarbonyl)-3-(hydroxymethyl)-7-azaindole (Int-17, 8.4 g, 34 mmol), triphenylphosphine (9.9 g, 37 mmol), dry CCl4 (50 mL) in dry DMF (35 mL) were stirred at room temperature for 48 h. Solvents were removed and the residue was purified by flash column chromatography to give chloride Int-14 (3.45 g, 38%).